From a dataset of the Open Reaction Database (ORD), a public repository of structured organic reaction records. describe an organic reaction: reactants, conditions, products, and yield Starting materials: CCC(=O)Cl, CCN(C(C)C)C(C)C, NCC1CCC(Nc2nc3c(s2)CCOc2ccccc2-3)CC1, O, c1ccncc1. Product: CCC(=O)NCC1CCC(Nc2nc3c(s2)CCOc2ccccc2-3)CC1. RXN SMILES: [C:24]([CH2:25][CH3:26])(=[O:27])[Cl:28].[CH:36]([N:37]([CH:38]([CH3:39])[CH3:40])[CH2:41][CH3:42])([CH3:43])[CH3:44].[NH2:1][CH2:2][CH:3]1[CH2:4][CH2:5][CH:6]([NH:9][c:10]2[s:11][c:12]3[c:13]([n:14]2)-[c:15]2[c:16]([cH:20][cH:21][cH:22][cH:23]2)[O:17][CH2:18][CH2:19]3)[CH2:7][CH2:8]1.[OH2:29].[cH:30]1[cH:31][cH:32][n:33][cH:34][cH:35]1>>[NH:1]([CH2:2][CH:3]1[CH2:4][CH2:5][CH:6]([NH:9][c:10]2[s:11][c:12]3[c:13]([n:14]2)-[c:15]2[c:16]([cH:20][cH:21][cH:22][cH:23]2)[O:17][CH2:18][CH2:19]3)[CH2:7][CH2:8]1)[C:24]([CH2:25][CH3:26])=[O:27]. The reactants are C(C)(C)C1CC(C(C1)C(C)=O)C (1-(4-isopropyl-2-methylcyclopentyl)ethanone), O1CCC(CC1)=O (tetrahydro-4H-pyran-4-one). The product is C(C)(C)C1CC(C(C1)C(C)(C#C)O)C (2-(4-isopropyl-2-methylcyclopentyl)but-3-yn-2-ol). As a reaction SMILES: [CH:1]([CH:4]1[CH2:8][CH:7]([C:9](=[O:11])[CH3:10])[CH:6]([CH3:12])[CH2:5]1)([CH3:3])[CH3:2].O1CCC(=O)[CH2:15][CH2:14]1>>[CH:1]([CH:4]1[CH2:8][CH:7]([C:9]([OH:11])([C:14]#[CH:15])[CH3:10])[CH:6]([CH3:12])[CH2:5]1)([CH3:3])[CH3:2]. Reported procedure: The title compound was prepared according to the procedures described in Example 6A, substituting 1-(4-isopropyl-2-methylcyclopentyl)ethanone (prepared as described in Roger, A. et al. Bull. Soc. Chim. Fr. 1967, 3030-3037) for tetrahydro-4H-pyran-4-one used in Example 6A.